Dataset: the Open Reaction Database (ORD), a public repository of structured organic reaction records. Task: describe an organic reaction: reactants, conditions, products, and yield Starting materials: CCOCC, CC(=O)OC(C)=O, N#CC1(N)CC2CC1C1CCCC21. Product: CC(=O)NC1(C#N)CC2CC1C1CCCC21. RXN SMILES: [CH3:14][CH2:15][O:16][CH2:17][CH3:18].[CH3:19][C:20]([O:21][C:22](=[O:23])[CH3:24])=[O:25].[NH2:1][C:2]1([C:12]#[N:13])[CH:3]2[CH:4]3[CH2:5][CH2:6][CH2:7][CH:8]3[CH:9]([CH2:10]1)[CH2:11]2>>[NH:1]([C:2]1([C:12]#[N:13])[CH:3]2[CH:4]3[CH2:5][CH2:6][CH2:7][CH:8]3[CH:9]([CH2:10]1)[CH2:11]2)[C:15]([CH3:14])=[O:16]. Reactants: C(C)OCC(=O)O (Ethoxyacetic acid), C=1C=CC2=C(C1)N=NN2O (HOBt), Cl (HCl), CC1=C(CNC(=O)[C@H]2N(CSC2(C)C)C([C@H]([C@H](CC2=CC=CC=C2)NC([C@@H](N)C(C)C)=O)O)=O)C=CC=C1 ((R)-N-(2-methylbenzyl)-3-{(2S,3S)-3-(L-valyl)amino-2-hydroxy-4-phenylbutanoyl}-5,5-dimethyl-1,3-thiazolidine-4carboxamide). Run in CN(C)C=O (DMF), C(C)(=O)OCC (ethyl acetate). Reaction conditions: time 8 hour. The product is CC1=C(CNC(=O)[C@H]2N(CSC2(C)C)C([C@H]([C@H](CC2=CC=CC=C2)NC([C@H](C(C)C)NC(COCC)=O)=O)O)=O)C=CC=C1 ((R)-N-(2-methylbenzyl)-3-{(2S,3S)-2-hydroxy-3-[(S)-2-(ethoxyacetyl)amino-3-methylbutanoyl]amino-4-phenylbutanoyl}-5,5-dimethyl-1,3-thiazolidine-4-carboxamide). RXN SMILES: [CH2:1]([O:3][CH2:4][C:5]([OH:7])=O)[CH3:2].C1C=CC2N(O)N=NC=2C=1.Cl.[CH3:19][C:20]1[CH:56]=[CH:55][CH:54]=[CH:53][C:21]=1[CH2:22][NH:23][C:24]([C@@H:26]1[C:30]([CH3:32])([CH3:31])[S:29][CH2:28][N:27]1[C:33](=[O:52])[C@@H:34]([OH:51])[C@@H:35]([NH:43][C:44](=[O:50])[C@H:45]([CH:47]([CH3:49])[CH3:48])[NH2:46])[CH2:36][C:37]1[CH:42]=[CH:41][CH:40]=[CH:39][CH:38]=1)=[O:25]>CN(C=O)C.C(OCC)(=O)C>[CH3:19][C:20]1[CH:56]=[CH:55][CH:54]=[CH:53][C:21]=1[CH2:22][NH:23][C:24]([C@@H:26]1[C:30]([CH3:32])([CH3:31])[S:29][CH2:28][N:27]1[C:33](=[O:52])[C@@H:34]([OH:51])[C@@H:35]([NH:43][C:44](=[O:50])[C@@H:45]([NH:46][C:5](=[O:7])[CH2:4][O:3][CH2:1][CH3:2])[CH:47]([CH3:49])[CH3:48])[CH2:36][C:37]1[CH:38]=[CH:39][CH:40]=[CH:41][CH:42]=1)=[O:25]. Procedure details: Ethoxyacetic acid (28 μl), HOBt (41 mg), and HDC.HCl (63 mg) were added to a solution of H-Val-Apns-Dmt-NHBzl(2-Me) (162 mg) obtained in the step 2 of Example 8 in DMF (5 ml) and the mixture was stirred overnight. After the addition of ethyl acetate, the reaction mixture was washed with 3% Na2CO3, 1N HCl, and 5% NaCl and dried over MgSO4. After filtration and concentration, the residue was recrystallized from ethyl acetate/n-hexane to obtain the title compound (153 mg). Reactants: CS(=O)(=O)OC(C(CC)C)C1=CC=C(C#N)C=C1 (4-(1-methanesulfonyloxy-2-methyl-butyl)-benzonitrile), [H-].[Al+3].[Li+].[H-].[H-].[H-] (lithium aluminum hydride), O (water), [OH-].[Na+] (NaOH), O (water). Solvent: C(C)OCC (diethyl ether), C(C)OCC (diethyl ether). The product is CC(CC1=CC=C(CN)C=C1)CC (4-(2-Methyl-butyl)-benzylamine). Yield: 51.8%. Reaction SMILES: CS(O[CH:6]([C:11]1[CH:18]=[CH:17][C:14]([C:15]#[N:16])=[CH:13][CH:12]=1)[CH:7]([CH3:10])[CH2:8][CH3:9])(=O)=O.[H-].[Al+3].[Li+].[H-].[H-].[H-].O.[OH-].[Na+]>C(OCC)C>[CH3:10][CH:7]([CH2:8][CH3:9])[CH2:6][C:11]1[CH:12]=[CH:13][C:14]([CH2:15][NH2:16])=[CH:17][CH:18]=1 |f:1.2.3.4.5.6,8.9|. Procedure details: Under a nitrogen atmosphere, add a mixture of 4-(1-methanesulfonyloxy-2-methyl-butyl)-benzonitrile (1.3 g, 4.9 mmol) in diethyl ether (5 mL) to a slurry of lithium aluminum hydride (820 mg, 19.5 mmol) in diethyl ether (25 mL) at 0° C. Heat the mixture under reflux for 1 h. Cool the mixture in an ice-bath and add water (0.9 mL), 15% aqueous NaOH (0.9 mL) and water (2.8 mL). Apply the mixture to a silica gel column eluting with dichloromethane and 5:1 dichloromethane in chloroform/methanol/concent... The reactants are COC([C@@H](NC(=O)OC(C)(C)C)CC1=CC=C(C=C1)C=1C(N(C=C(C1)Br)C)=O)=O (N-[(1,1-dimethylethoxyl)carbonyl]-4-(5-bromo-1-methyl-2-oxo-3-pyridinyl)-L-phenylalanine methyl ester), Cl (HCl). Run in O1CCOCC1 (dioxane). The product is Cl.COC([C@@H](N)CC1=CC=C(C=C1)C=1C(N(C=C(C1)Br)C)=O)=O (4-(5-bromo-1-methyl-2-oxo-3-pyridinyl)-L-phenylalanine methyl ester hydrochloride). Reaction SMILES: [CH3:1][O:2][C:3](=[O:29])[C@H:4]([CH2:13][C:14]1[CH:19]=[CH:18][C:17]([C:20]2[C:21](=[O:28])[N:22]([CH3:27])[CH:23]=[C:24]([Br:26])[CH:25]=2)=[CH:16][CH:15]=1)[NH:5]C(OC(C)(C)C)=O.[ClH:30]>O1CCOCC1>[ClH:30].[CH3:1][O:2][C:3](=[O:29])[C@H:4]([CH2:13][C:14]1[CH:15]=[CH:16][C:17]([C:20]2[C:21](=[O:28])[N:22]([CH3:27])[CH:23]=[C:24]([Br:26])[CH:25]=2)=[CH:18][CH:19]=1)[NH2:5] |f:3.4|. Reported procedure: A solution of N-[(1,1-dimethylethoxyl)carbonyl]-4-(5-bromo-1-methyl-2-oxo-3-pyridinyl)-L-phenylalanine methyl ester (135 mg, 0.29 mmol) in 4 N HCl in dioxane (5 mL) was stirred for 2 hr and was concentrated. The residue was triturated with several portions of ether to give 4-(5-bromo-1-methyl-2-oxo-3-pyridinyl)-L-phenylalanine methyl ester hydrochloride (120 mg, quant) as a white powder. LRMS-Electrospray: m/z positive ion 729, 2M+H (2 Br), 406 (M+H+CH3CN), 397 (M+H+CH3CN (1 Br)), 365 (M+H (1 Br... The reactants are FC1=CC(=C(N)C=C1F)[N+](=O)[O-] (4,5-difluoro-2-nitroaniline), Cl.COC(CN)=O (glycine methyl ester hydrochloride), N1=CC=CC=C1 (pyridine), C(=O)(Cl)Cl (phosgene). Solvent: O1CCCC1 (tetrahydrofuran), N (ammonia), O (water). Reaction conditions: time 2 hour. Product: ethyl acetate hexanes, COC(CNC(NC1=C(C=C(C(=C1)F)F)[N+](=O)[O-])=O)=O (N-[(4,5-Difluoro-2-nitrophenyl)carbamoyl]glycine methyl ester). As a reaction SMILES: [F:1][C:2]1[C:8]([F:9])=[CH:7][C:5]([NH2:6])=[C:4]([N+:10]([O-:12])=[O:11])[CH:3]=1.[C:13](Cl)(Cl)=[O:14].Cl.[CH3:18][O:19][C:20](=[O:23])[CH2:21][NH2:22].N1C=CC=CC=1>O1CCCC1.N.O>[CH3:18][O:19][C:20](=[O:23])[CH2:21][NH:22][C:13](=[O:14])[NH:6][C:5]1[CH:7]=[C:8]([F:9])[C:2]([F:1])=[CH:3][C:4]=1[N+:10]([O-:12])=[O:11] |f:2.3|. Procedure: A solution of 4,5-difluoro-2-nitroaniline (1.07 g, 6.15 mmol) in tetrahydrofuran is cooled to 2° C., treated with phosgene (3.8 mL, 1.93M, 7.33 mmol), stirred at ice-bath temperature for 2 hours, treated with glycine methyl ester hydrochloride (1.02 g, 8.12 mmol), treated with pyridine (1 mL, 12.64 mmol), stirred at room temperature for 3 days, diluted with concentrated ammonia solution and water, and extracted with ethyl acetate. The organic extracts are combined, washed sequentially with water...